From a dataset of the Open Reaction Database (ORD), a public repository of structured organic reaction records. describe an organic reaction: reactants, conditions, products, and yield Product: CC(c1cc(C(=O)N2CCC(O)CC2)cc2c(=O)cc(N3CCOCC3)oc12)N(C)c1cc(F)cc(F)c1. RXN SMILES: [C:19]([Si:20]([c:21]1[cH:22][cH:23][cH:62][cH:63][cH:64]1)([O:24][CH:25]1[CH2:26][CH2:27][N:28]([C:31](=[O:32])[c:33]2[cH:34][c:35]3[c:36](=[O:61])[cH:37][c:38]([N:55]4[CH2:56][CH2:57][O:58][CH2:59][CH2:60]4)[o:39][c:40]3[c:41]([CH:43]([CH3:44])[N:45]([CH3:46])[c:47]3[cH:48][c:49]([F:54])[cH:50][c:51]([F:53])[cH:52]3)[cH:42]2)[CH2:29][CH2:30]1)[c:65]1[cH:66][cH:67][cH:68][cH:69][cH:70]1)([CH3:71])([CH3:72])[CH3:73].[CH2:74]1[O:75][CH2:76][CH2:77][CH2:78]1.[CH3:2][CH2:3][CH2:4][CH2:5][N+:6]([CH2:7][CH2:8][CH2:9][CH3:10])([CH2:11][CH2:12][CH2:13][CH3:14])[CH2:15][CH2:16][CH2:17][CH3:18].[F-:1]>>[OH:24][CH:25]1[CH2:26][CH2:27][N:28]([C:31](=[O:32])[c:33]2[cH:34][c:35]3[c:36](=[O:61])[cH:37][c:38]([N:55]4[CH2:56][CH2:57][O:58][CH2:59][CH2:60]4)[o:39][c:40]3[c:41]([CH:43]([CH3:44])[N:45]([CH3:46])[c:47]3[cH:48][c:49]([F:54])[cH:50][c:51]([F:53])[cH:52]3)[cH:42]2)[CH2:29][CH2:30]1. The reactants are CC(c1cc(C(=O)N2CCC(O[Si](c3ccccc3)(c3ccccc3)C(C)(C)C)CC2)cc2c(=O)cc(N3CCOCC3)oc12)N(C)c1cc(F)cc(F)c1, C1CCOC1, CCCC[N+](CCCC)(CCCC)CCCC, [F-]. Starting materials: C(C1=CC=CC=C1)OC1C(CCC1)(C(=O)O)NC(C1=CC(=C(C=C1)OC)OCCC=1C=C(C=CC1)C)=O (2-Benzyloxy-1-[4-methoxy-3-(2-m-tolyl-ethoxy)-benzoylamino]-cyclopentanecarboxylic acid). The solvent is C(C)O (ethanol), [Pd] (palladium), [H][H] (hydrogen). Yields the product OC1C(CCC1)(C(=O)O)NC(C1=CC(=C(C=C1)OC)OCCC=1C=C(C=CC1)C)=O (2-Hydroxy-1-[4-methoxy-3-(2-m-tolyl-ethoxy)-benzoylamino]-cyclopentanecarboxylic acid). Reaction SMILES: C([O:8][CH:9]1[CH2:13][CH2:12][CH2:11][C:10]1([NH:17][C:18](=[O:37])[C:19]1[CH:24]=[CH:23][C:22]([O:25][CH3:26])=[C:21]([O:27][CH2:28][CH2:29][C:30]2[CH:31]=[C:32]([CH3:36])[CH:33]=[CH:34][CH:35]=2)[CH:20]=1)[C:14]([OH:16])=[O:15])C1C=CC=CC=1>C(O)C.[Pd].[H][H]>[OH:8][CH:9]1[CH2:13][CH2:12][CH2:11][C:10]1([NH:17][C:18](=[O:37])[C:19]1[CH:24]=[CH:23][C:22]([O:25][CH3:26])=[C:21]([O:27][CH2:28][CH2:29][C:30]2[CH:31]=[C:32]([CH3:36])[CH:33]=[CH:34][CH:35]=2)[CH:20]=1)[C:14]([OH:16])=[O:15]. Reported procedure: Diastereomer 1 and diastereomer 2 of the compound of example 66 were separately dissolved in ethanol and hydrogenated with palladium 10% on charcoal at room temperature with 1 bar hydrogen pressure until completion of the reaction. After filtration, the solutions were evaporated to dryness and the residues purified by RP HPLC (water/ACN gradient) to yield the two diastereomers of the title compound separately. As a reaction SMILES: [CH:1]([C:4]1[CH:9]=[CH:8][C:7]([CH:10]2[C:14]3[C:15]([CH3:31])=[C:16]([O:21][CH2:22][CH:23]=[CH:24][C:25]4[CH:30]=[CH:29][CH:28]=[CH:27][CH:26]=4)[C:17]([CH3:20])=[C:18]([CH3:19])[C:13]=3[O:12][C:11]2([CH3:33])[CH3:32])=[CH:6][CH:5]=1)([CH3:3])[CH3:2].[H][H]>C(O)C.[C].[Pd]>[CH:1]([C:4]1[CH:5]=[CH:6][C:7]([CH:10]2[C:14]3[C:15]([CH3:31])=[C:16]([O:21][CH2:22][CH2:23][CH2:24][C:25]4[CH:26]=[CH:27][CH:28]=[CH:29][CH:30]=4)[C:17]([CH3:20])=[C:18]([CH3:19])[C:13]=3[O:12][C:11]2([CH3:33])[CH3:32])=[CH:8][CH:9]=1)([CH3:2])[CH3:3] |f:3.4|. Yields the product C(C)(C)C1=CC=C(C=C1)C1C(OC2=C1C(=C(C(=C2C)C)OCCCC2=CC=CC=C2)C)(C)C (3-(4-Isopropylphenyl)-2,2,4,6,7-pentamethyl-5-(3-phenyl-1-propyl)oxy-2,3-dihydrobenzofuran). The reagents and catalysts are [C].[Pd] (palladium-carbon). Procedure details: 3-(4-Isopropylphenyl)-2,2,4,6,7-pentamethyl-5-(3-phenyl-2-propen-1-yl)oxy-2,3-dihydrobenzofuran (800 mg, 1.82 mmol) and 10% palladium-carbon (hydrate) (80 mg) were suspended in ethanol (20 mL), and the mixture was stirred for 3 hours in a hydrogen atmosphere at room temperature. The catalyst was removed through filtration, and the filtrate was concentrated under reduced pressure. The residue was crystallized from methanol to obtain the title compound (610 mg, yield 76%). Solvent: C(C)O (ethanol). Reactants: C(C)(C)C1=CC=C(C=C1)C1C(OC2=C1C(=C(C(=C2C)C)OCC=CC2=CC=CC=C2)C)(C)C (3-(4-Isopropylphenyl)-2,2,4,6,7-pentamethyl-5-(3-phenyl-2-propen-1-yl)oxy-2,3-dihydrobenzofuran), [H][H] (hydrogen). Yield: 75.7%.